This data is from the Open Reaction Database (ORD), a public repository of structured organic reaction records. The task is: describe an organic reaction: reactants, conditions, products, and yield Starting materials: C1CCOC1, C[Si](C)(C)[N-][Si](C)(C)C, [Cl-], COc1ccc(CN(Cc2ccc(OC)cc2)c2cc(-c3cc(C(C)N4CCOCC4)cnc3F)nc(C)n2)cc1, COc1ncc(N)cc1F, [Li+], [NH4+]. The product is COc1ccc(CN(Cc2ccc(OC)cc2)c2cc(-c3cc(C(C)N4CCOCC4)cnc3Nc3cnc(OC)c(F)c3)nc(C)n2)cc1. Reaction SMILES: [CH2:64]1[O:65][CH2:66][CH2:67][CH2:68]1.[CH3:1][Si:2]([N-:3][Si:4]([CH3:5])([CH3:6])[CH3:7])([CH3:8])[CH3:9].[Cl-:62].[F:11][c:12]1[n:13][cH:14][c:15]([CH:44]([CH3:45])[N:46]2[CH2:47][CH2:48][O:49][CH2:50][CH2:51]2)[cH:16][c:17]1-[c:18]1[cH:19][c:20]([N:25]([CH2:26][c:27]2[cH:28][cH:29][c:30]([O:33][CH3:34])[cH:31][cH:32]2)[CH2:35][c:36]2[cH:37][cH:38][c:39]([O:42][CH3:43])[cH:40][cH:41]2)[n:21][c:22]([CH3:24])[n:23]1.[F:52][c:53]1[cH:54][c:55]([NH2:61])[cH:56][n:57][c:58]1[O:59][CH3:60].[Li+:10].[NH4+:63]>>[c:12]1([NH:61][c:55]2[cH:54][c:53]([F:52])[c:58]([O:59][CH3:60])[n:57][cH:56]2)[n:13][cH:14][c:15]([CH:44]([CH3:45])[N:46]2[CH2:47][CH2:48][O:49][CH2:50][CH2:51]2)[cH:16][c:17]1-[c:18]1[cH:19][c:20]([N:25]([CH2:26][c:27]2[cH:28][cH:29][c:30]([O:33][CH3:34])[cH:31][cH:32]2)[CH2:35][c:36]2[cH:37][cH:38][c:39]([O:42][CH3:43])[cH:40][cH:41]2)[n:21][c:22]([CH3:24])[n:23]1. Solvent: C1CCOC1 (THF), C1CCOC1 (THF), O (water). Starting materials: Cl (hydrochloric acid), [F-].C(CCC)[N+](CCCC)(CCCC)CCCC (tetrabutylammonium fluoride), FC(F)(F)[Si](C)(C)C (trifluoromethyltrimethylsilane), C(=O)C=1OC2=C(C1C)C=CC=C2Br (2-formyl-3-methyl-7-bromobenzofuran). Reaction SMILES: [F-].C([N+](CCCC)(CCCC)CCCC)CCC.[F:19][C:20]([Si](C)(C)C)([F:22])[F:21].[CH:27]([C:29]1[O:30][C:31]2[C:38]([Br:39])=[CH:37][CH:36]=[CH:35][C:32]=2[C:33]=1[CH3:34])=[O:28].Cl>C1COCC1.O>[F:19][C:20]([F:22])([F:21])[CH:27]([C:29]1[O:30][C:31]2[C:38]([Br:39])=[CH:37][CH:36]=[CH:35][C:32]=2[C:33]=1[CH3:34])[OH:28] |f:0.1|. Isolated yield 97.0%. Run at temperature 0 celsius, time 30 minute. Procedure: 14 mg of tetrabutylammonium fluoride and 1.22 ml of trifluoromethyltrimethylsilane, dropwise, are added to a solution, cooled to 0° C. with an ice bath, of 1.58 g (6.6 mmol) of 2-formyl-3-methyl-7-bromobenzofuran in 60 ml of THF. The solution is left stirring for 30 min at 0° C. and then for 1 h at room temperature and a solution of 6 ml of THF and of 3 ml of hydrochloric acid (3M) is added. Stirring is continued for 2 h at room temperature, 100 ml of water are added and extraction is carried ou... The product is FC(C(O)C=1OC2=C(C1C)C=CC=C2Br)(F)F (2-(2,2,2-trifluoro-1-hydroxyethyl)-3-methyl-7-bromobenzofuran). As a reaction SMILES: [C:1]([c:2]1[cH:3][cH:4][cH:5][cH:6][cH:7]1)(=[O:8])[O:9][C:10]1([CH2:13][CH2:14][O:15][CH:16]2[CH2:17][CH2:18][CH2:19][CH2:20][O:21]2)[CH2:11][CH2:12]1.[CH3:39][OH:40].[c:22]1([CH3:23])[cH:24][cH:25][c:26]([S:27]([O-:28])(=[O:29])=[O:30])[cH:31][cH:32]1.[nH+:33]1[cH:34][cH:35][cH:36][cH:37][cH:38]1>>[C:1]([c:2]1[cH:3][cH:4][cH:5][cH:6][cH:7]1)(=[O:8])[O:9][C:10]1([CH2:13][CH2:14][OH:15])[CH2:11][CH2:12]1. Yields the product O=C(OC1(CCO)CC1)c1ccccc1. Reactants: O=C(OC1(CCOC2CCCCO2)CC1)c1ccccc1, CO, Cc1ccc(S(=O)(=O)[O-])cc1, c1cc[nH+]cc1. The reactants are NC1=NC=C(N=C1)Br (2-amino-5-bromopyrazine), C([O-])([O-])=O.[Cs+].[Cs+] (cesium carbonate), ClC1=CC=C(C=C1)N1C(=NC2=C(C1=O)C=NN2C2=CC(=CC=C2)S(=O)(=O)C)C2=CC=C(C=C2)B2OC(C(O2)(C)C)(C)C (5-(4-chloro-phenyl)-1-(3-methanesulfonyl-phenyl)-6-[4-(4,4,5,5-tetramethyl-[1,3,2]dioxaborolan-2-yl)-phenyl]-1,5-dihydro-pyrazolo[3,4-d]-pyrimidin-4-one). Reagents/catalysts: C1=CC=C(C=C1)P([C-]2C=CC=C2)C3=CC=CC=C3.C1=CC=C(C=C1)P([C-]2C=CC=C2)C3=CC=CC=C3.Cl[Pd]Cl.[Fe+2] (Pd(dppf)2Cl2). Solvent: CN(C=O)C (N,N-dimethylformamide). Conditions: temperature 100 celsius. The product is NC=1N=CC(=NC1)C1=CC=C(C=C1)C=1N(C(C2=C(N1)N(N=C2)C2=CC(=CC=C2)S(=O)(=O)C)=O)C2=CC=C(C=C2)Cl (6-[4-(5-amino-pyrazin-2-yl)-phenyl]-5-(4-chloro-phenyl)-1-(3-methanesulfonyl-phenyl)-1,5-dihydro-pyrazolo[3,4-d]pyrimidin-4-one). As a reaction SMILES: [Cl:1][C:2]1[CH:7]=[CH:6][C:5]([N:8]2[C:13](=[O:14])[C:12]3[CH:15]=[N:16][N:17]([C:18]4[CH:23]=[CH:22][CH:21]=[C:20]([S:24]([CH3:27])(=[O:26])=[O:25])[CH:19]=4)[C:11]=3[N:10]=[C:9]2[C:28]2[CH:33]=[CH:32][C:31](B3OC(C)(C)C(C)(C)O3)=[CH:30][CH:29]=2)=[CH:4][CH:3]=1.[NH2:43][C:44]1[CH:49]=[N:48][C:47](Br)=[CH:46][N:45]=1.C(=O)([O-])[O-].[Cs+].[Cs+]>CN(C)C=O.C1C=CC(P(C2C=CC=CC=2)[C-]2C=CC=C2)=CC=1.C1C=CC(P(C2C=CC=CC=2)[C-]2C=CC=C2)=CC=1.Cl[Pd]Cl.[Fe+2]>[NH2:43][C:44]1[N:45]=[CH:46][C:47]([C:31]2[CH:32]=[CH:33][C:28]([C:9]3[N:8]([C:5]4[CH:6]=[CH:7][C:2]([Cl:1])=[CH:3][CH:4]=4)[C:13](=[O:14])[C:12]4[CH:15]=[N:16][N:17]([C:18]5[CH:23]=[CH:22][CH:21]=[C:20]([S:24]([CH3:27])(=[O:26])=[O:25])[CH:19]=5)[C:11]=4[N:10]=3)=[CH:29][CH:30]=2)=[N:48][CH:49]=1 |f:2.3.4,6.7.8.9|. Procedure details: A solution of 5-(4-chloro-phenyl)-1-(3-methanesulfonyl-phenyl)-6-[4-(4,4,5,5-tetramethyl-[1,3,2]dioxaborolan-2-yl)-phenyl]-1,5-dihydro-pyrazolo[3,4-d]-pyrimidin-4-one (prepared as described in example 51, 0.50 g, 0.83 mmol) in N,N-dimethylformamide (20 mL) is degassed with argon for 0.5 h. Then 2-amino-5-bromopyrazine (0.216 g, 1.24 mmol), cesium carbonate (0.540 g, 1.66 mmol), Pd(dppf)2Cl2 (0.060 g, 0.082 mmol)) is added and the resulted mixture is degassed with argon for 0.5 h. The reaction mi...